This data is from the Open Reaction Database (ORD), a public repository of structured organic reaction records. The task is: describe an organic reaction: reactants, conditions, products, and yield Starting materials: NC1=CC=C(C(=O)OCC)C=C1 (ethyl 4-aminobenzoate), C1=C(C=CC2=CC=CC=C12)S(=O)(=O)Cl (2-naphthylsulfonyl chloride). Yields the product C1=C(C=CC2=CC=CC=C12)S(=O)(=O)NC1=CC=C(C(=O)OCC)C=C1 (Ethyl 4-(2-naphthylsulfonamido)benzoate). The yield is 63.2%. As a reaction SMILES: [NH2:1][C:2]1[CH:12]=[CH:11][C:5]([C:6]([O:8][CH2:9][CH3:10])=[O:7])=[CH:4][CH:3]=1.[CH:13]1[C:22]2[C:17](=[CH:18][CH:19]=[CH:20][CH:21]=2)[CH:16]=[CH:15][C:14]=1[S:23](Cl)(=[O:25])=[O:24]>>[CH:13]1[C:22]2[C:17](=[CH:18][CH:19]=[CH:20][CH:21]=2)[CH:16]=[CH:15][C:14]=1[S:23]([NH:1][C:2]1[CH:3]=[CH:4][C:5]([C:6]([O:8][CH2:9][CH3:10])=[O:7])=[CH:11][CH:12]=1)(=[O:24])=[O:25]. Procedure details: 10 g (60.5 mmol) of ethyl 4-aminobenzoate and 13.7 g (60.5 mmol) of 2-naphthylsulfonyl chloride were reacted by the method of procedure 4b, affording 13.6 g (64%) of the product.